From a dataset of the Open Reaction Database (ORD), a public repository of structured organic reaction records. describe an organic reaction: reactants, conditions, products, and yield Starting materials: O=S(=O)(c1cccc2ccccc12)c1n[nH]c2ccc(OC3CCCN(Cc4ccccc4)C3)cc12, C1CCOC1, CO, Cl. Yields the product O=S(=O)(c1cccc2ccccc12)c1n[nH]c2ccc(OC3CCCNC3)cc12. RXN SMILES: [CH2:1]([c:2]1[cH:3][cH:4][cH:5][cH:6][cH:7]1)[N:8]1[CH2:9][CH:10]([O:14][c:15]2[cH:16][c:17]3[c:18]([S:24](=[O:25])(=[O:26])[c:27]4[cH:28][cH:29][cH:30][c:31]5[cH:32][cH:33][cH:34][cH:35][c:36]45)[n:19][nH:20][c:21]3[cH:22][cH:23]2)[CH2:11][CH2:12][CH2:13]1.[CH2:38]1[O:39][CH2:40][CH2:41][CH2:42]1.[CH3:43][OH:44].[ClH:37]>>[NH:8]1[CH2:9][CH:10]([O:14][c:15]2[cH:16][c:17]3[c:18]([S:24](=[O:25])(=[O:26])[c:27]4[cH:28][cH:29][cH:30][c:31]5[cH:32][cH:33][cH:34][cH:35][c:36]45)[n:19][nH:20][c:21]3[cH:22][cH:23]2)[CH2:11][CH2:12][CH2:13]1.